describe an organic reaction: reactants, conditions, products, and yield From a dataset of the Open Reaction Database (ORD), a public repository of structured organic reaction records. Starting materials: C1(=CC=C(C=C1)S(=O)(=O)N1C=C2C3=C([C@@H]4[C@H](N(C(CO4)=O)C)C2)C=CC=C13)C (trans-4-(p-tolylsulphonyl)-4,6,6a,8,9,10a-hexahydro-7-methyl-7H-indolo-[3,4 gh]-[1,4]-benzoxazin-8-one), [H-].[Al+3].[Li+].[H-].[H-].[H-] (lithium aluminum hydride), O (water). Product: CN1CCO[C@H]2[C@H]1CC=1C3=C2C=CC=C3NC1 (trans-4,6,6a,8,9,10a-hexahydro-7-methyl-7H-indolo-[3,4 gh]-[1,4]-benzoxazine). RXN SMILES: C1(C)C=CC(S([N:10]2[C:27]3[C:13]4=[C:14]([CH:24]=[CH:25][CH:26]=3)[C@H:15]3[O:20][CH2:19][C:18](=O)[N:17]([CH3:22])[C@@H:16]3[CH2:23][C:12]4=[CH:11]2)(=O)=O)=CC=1.[H-].[Al+3].[Li+].[H-].[H-].[H-].O>O1CCCC1>[CH3:22][N:17]1[C@@H:16]2[CH2:23][C:12]3[C:13]4[C:27]([NH:10][CH:11]=3)=[CH:26][CH:25]=[CH:24][C:14]=4[C@H:15]2[O:20][CH2:19][CH2:18]1 |f:1.2.3.4.5.6|. Solvent: O1CCCC1 (tetrahydrofuran). Isolated yield 24.3%. Procedure details: A suspension of trans-4-(p-tolylsulphonyl)-4,6,6a,8,9,10a-hexahydro-7-methyl-7H-indolo-[3,4 gh]-[1,4]-benzoxazin-8-one (3.0 gms; 0.008 m) and lithium aluminum hydride (3.0 gm; 0.08 m) in tetrahydrofuran (200 ml) is refluxed for 17 hours. The cooled solution is hydrolyzed with water (6 ml). The solid is filtered, and the organic solvent is dried over anhydrous sodium sulfate. After filtration, the solvent is removed under reduced pressure (20 mm). The gum is crystallized from methanol (2-5 ml) to... Reactants: C(C)(=O)C1=CC=C(C=C1)NC=1SC(=CC1C(=O)N)C1=C(C=C(C=C1F)C(C)(C)O)F (2-[(4-acetylphenyl)amino]-5-[2,6-difluoro-4-(1-hydroxy-1-methylethyl)phenyl]thiophene-3-carboxamide), C[Mg]Cl (Methylmagnesium chloride), [NH4+].[Cl-] (NH4Cl). Solvent: C1CCOC1 (THF), C1CCOC1 (THF). Conditions: temperature 0 celsius, time 2.5 hour. The product is FC1=C(C(=CC(=C1)C(C)(C)O)F)C1=CC(=C(S1)NC1=CC=C(C=C1)C(C)(C)O)C(=O)N (5-[2,6-difluoro-4-(1-hydroxy-1-methylethyl)phenyl]-2-{[4-(1-hydroxy-1-methylethyl)phenyl]amino}thiophene-3-carboxamide). Reaction SMILES: [C:1]([C:4]1[CH:9]=[CH:8][C:7]([NH:10][C:11]2[S:12][C:13]([C:19]3[C:24]([F:25])=[CH:23][C:22]([C:26]([OH:29])([CH3:28])[CH3:27])=[CH:21][C:20]=3[F:30])=[CH:14][C:15]=2[C:16]([NH2:18])=[O:17])=[CH:6][CH:5]=1)(=[O:3])[CH3:2].[CH3:31][Mg]Cl.[NH4+].[Cl-]>C1COCC1>[F:25][C:24]1[CH:23]=[C:22]([C:26]([OH:29])([CH3:27])[CH3:28])[CH:21]=[C:20]([F:30])[C:19]=1[C:13]1[S:12][C:11]([NH:10][C:7]2[CH:6]=[CH:5][C:4]([C:1]([OH:3])([CH3:31])[CH3:2])=[CH:9][CH:8]=2)=[C:15]([C:16]([NH2:18])=[O:17])[CH:14]=1 |f:2.3|. Procedure details: 2-[(4-acetylphenyl)amino]-5-[2,6-difluoro-4-(1-hydroxy-1-methylethyl)phenyl]thiophene-3-carboxamide (50 mg, 0.116 mmol) was taken up in THF (1 mL) and cooled to 0° C. Methylmagnesium chloride (0.136 mL, 0.407 mmol) was added and stirring continued at 0° C. for 2.5 hours. After this time, additional THF (1 mL) was added to aid solubility, the mixture was allowed to warm to room temperature and stirring continued for 2.5 hours. Saturated NH4Cl was added and the products extracted into EtOAc (×2). ... Reaction conditions: temperature 50 celsius. Solvent: C(C)O (ethanol). Reported procedure: Ethyl 4-[(3R)-3-(1-tert.-butoxycarbonylaminocyclopropyl)-pyrrolidin-1-yl]-2-fluoro-3-methoxybenzoic acid (3.61 g) was dissolved in 28 mL of ethanol, 1N aqueous sodium hydroxide solution (34.5 mL) was added to the solution, and the mixture was heated to 50° C. with stirring. After completion of the reaction, 10% aqueous citric acid solution was added to the mixture followed by extraction with chloroform. An organic layer was dried with anhydrous sodium sulfate and filtered, and then the solvent w... Yields the product C(C)(C)(C)OC(=O)NC1(CC1)[C@H]1CN(CC1)C1=C(C(=C(C(=O)O)C=C1)F)OC (4-[(3R)-3-(1-tert-butoxycarbonylaminocyclopropyl)-pyrrolidin-1-yl]-2-fluoro-3-methoxybenzoic acid), crystals. Starting materials: C(C)C=1C(=C(C(=C(C(=O)O)C1)F)OC)N1C[C@@H](CC1)C1(CC1)NC(=O)OC(C)(C)C (Ethyl 4-[(3R)-3-(1-tert.-butoxycarbonylaminocyclopropyl)-pyrrolidin-1-yl]-2-fluoro-3-methoxybenzoic acid), C(CC(O)(C(=O)O)CC(=O)O)(=O)O (citric acid), [OH-].[Na+] (sodium hydroxide). Reaction SMILES: C([C:3]1[C:4]([N:15]2[CH2:19][CH2:18][C@@H:17]([C:20]3([NH:23][C:24]([O:26][C:27]([CH3:30])([CH3:29])[CH3:28])=[O:25])[CH2:22][CH2:21]3)[CH2:16]2)=[C:5]([O:13][CH3:14])[C:6]([F:12])=[C:7]([CH:11]=1)[C:8]([OH:10])=[O:9])C.[OH-].[Na+].C(O)(=O)CC(CC(O)=O)(C(O)=O)O>C(O)C>[C:27]([O:26][C:24]([NH:23][C:20]1([C@@H:17]2[CH2:18][CH2:19][N:15]([C:4]3[CH:3]=[CH:11][C:7]([C:8]([OH:10])=[O:9])=[C:6]([F:12])[C:5]=3[O:13][CH3:14])[CH2:16]2)[CH2:22][CH2:21]1)=[O:25])([CH3:30])([CH3:29])[CH3:28] |f:1.2|. The reactants are C[Si]([Si](C)(C)C)(C)C.[Li] (lithium hexamethyl disilane), O.NN (Hydrazine monohydrate), S1C2=C(C=C1)C(CC2)=O (5,6-Dihydro-cyclopenta[b]thiophen-4-one), N(=C=S)C1=CC(=CC=C1)OC (1-Isothiocyanato-3-methoxy-benzene). Solvent: C(C)(=O)O (acetic acid), C1CCOC1 (THF), O (water). Conditions: time 8 hour. Product: S1C=2CC3=C(C2C=C1)NN=C3NC3=CC(=CC=C3)OC ((4,7-Dihydro-1-thia-4,5-diaza-cyclopenta[a]pentalen-6-yl)-(3-methoxy-phenyl)-amine). Isolated yield 33.0%. RXN SMILES: [S:1]1[CH:5]=[CH:4][C:3]2[C:6](=O)[CH2:7][CH2:8][C:2]1=2.[N:10]([C:13]1[CH:18]=[CH:17][CH:16]=[C:15]([O:19][CH3:20])[CH:14]=1)=[C:11]=S.C[Si](C)(C)[Si](C)(C)C.[Li].O.[NH2:31][NH2:32]>C1COCC1.O.C(O)(=O)C>[S:1]1[CH:5]=[CH:4][C:3]2[C:6]3[NH:31][N:32]=[C:11]([NH:10][C:13]4[CH:18]=[CH:17][CH:16]=[C:15]([O:19][CH3:20])[CH:14]=4)[C:7]=3[CH2:8][C:2]1=2 |f:2.3,4.5,^1:28|. Procedure details: A mixture of 5,6-Dihydro-cyclopenta[b]thiophen-4-one (1.0 g, 7.4 mmol) and 1-Isothiocyanato-3-methoxy-benzene (1.5 g, 7.2 mmol) in THF (2.0 mL) was added to lithium hexamethyl disilane (7.0 mL, 7.2 mmol) dropwise at room temperature. The reaction mixture was stirred for 8 hr. Hydrazine monohydrate (0.4 mL, 7.9 mmol) and glacial acetic acid (0.5 in L) were added to the reaction mixture, which was then heated at the reflux temperature for 24 hr. The resulting mixture was added to water (30 mL) and... The reactants are C(C)N(CCN1C(=O)C(=O)C2=C(C=C(C=C12)I)C(F)(F)F)CC (1-(2-diethylaminoethyl)-4-trifluoromethyl-6-iodoisatin), BrC1=C(C=C(C=C1)F)F (1-bromo-2,4-difluorobenzene), [Li]CCCC (BuLi), CCCCCC (hexane). Procedure details: To a solution of 1-bromo-2,4-difluorobenzene (0.13 mL, 1.15 mmol) in THF (7.5 mL) was added dropwise 1.47 N BuLi in hexane (0.77 mL, 1.13 mmol) at −78° C. and the mixture was stirred for 15 min. To the resulting solution was added dropwise a solution of 1-(2-diethylaminoethyl)-4-trifluoromethyl-6-iodoisatin (500 mg, 1.14 mmol) in THF (6 mL) over 15 min at −78° C. The mixture was stirred for 40 min at the same temperature and the reaction was quenched with aqueous NaHCO3. The mixture was extracte... Reaction conditions: time 15 minute. Run in C1CCOC1 (THF), C1CCOC1 (THF). Isolated yield 91.2%. Product: C(C)N(CCN1C(C(C2=C(C=C(C=C12)I)C(F)(F)F)(C1=C(C=C(C=C1)F)F)O)=O)CC (1-(2-Diethylaminoethyl)-4-trifluoromethyl-6-iodo-3-hydroxy-3-(2,4-difluorophenyl)oxindole). RXN SMILES: Br[C:2]1[CH:7]=[CH:6][C:5]([F:8])=[CH:4][C:3]=1[F:9].[Li]CCCC.CCCCCC.[CH2:21]([N:23]([CH2:42][CH3:43])[CH2:24][CH2:25][N:26]1[C:36]2[C:31](=[C:32]([C:38]([F:41])([F:40])[F:39])[CH:33]=[C:34]([I:37])[CH:35]=2)[C:29](=[O:30])[C:27]1=[O:28])[CH3:22]>C1COCC1>[CH2:42]([N:23]([CH2:21][CH3:22])[CH2:24][CH2:25][N:26]1[C:36]2[C:31](=[C:32]([C:38]([F:39])([F:41])[F:40])[CH:33]=[C:34]([I:37])[CH:35]=2)[C:29]([OH:30])([C:2]2[CH:7]=[CH:6][C:5]([F:8])=[CH:4][C:3]=2[F:9])[C:27]1=[O:28])[CH3:43]. Starting materials: ClC=1C=CC2=C(C(=NCC(=N2)NN)C2=CC=CC=C2)C1 (7-chloro-2-hydrazino-5-phenyl-3H-1,4-benzodiazepine), Cl.C(=N)N (formamidine hydrochloride), CC=1NC=CN1 (2-methylimidazole). Run in O (Water). Conditions: time 10 minute. Product: ClC=1C=CC2=C(C(=NCC=3N2C=NN3)C3=CC=CC=C3)C1 (8-chloro-6-phenyl-4H-s-triazolo [4,3-a][1,4] benzodiazepine). As a reaction SMILES: [Cl:1][C:2]1[CH:3]=[CH:4][C:5]2[N:11]=[C:10]([NH:12][NH2:13])[CH2:9][N:8]=[C:7]([C:14]3[CH:19]=[CH:18][CH:17]=[CH:16][CH:15]=3)[C:6]=2[CH:20]=1.Cl.[CH:22](N)=N.CC1NC=CN=1>O>[Cl:1][C:2]1[CH:3]=[CH:4][C:5]2[N:11]3[CH:22]=[N:13][N:12]=[C:10]3[CH2:9][N:8]=[C:7]([C:14]3[CH:19]=[CH:18][CH:17]=[CH:16][CH:15]=3)[C:6]=2[CH:20]=1 |f:1.2|. Procedure details: A mixture of 2.8 parts of 7-chloro-2-hydrazino-5-phenyl-3H-1,4-benzodiazepine, 2.4 parts of formamidine hydrochloride and 2.5 parts of 2-methylimidazole is fused at 160° C for 10 minutes. Water is added to the mixture, followed by extraction with methylene chloride. The methylene chloride layer is washed with water, dried over sodium sulfate and the solvent is evaporated, whereby 8-chloro-6-phenyl-4H-s-triazolo [4,3-a][1,4] benzodiazepine is yielded. Recrystallization from ethyl acetate yields c... The reactants are crude mixture, C1(=CC=CC=C1)C1=NN=C(S1)NC(=S)N1C=NC=C1 (N-(5-phenyl-1,3,4-thiadiazole-2-yl)-1H-imidazole-1-carbothioamide), C(C)(=O)[O-].[NH4+] (ammonium acetate). The solvent is C(C)O (ethanol). Conditions: temperature 90 celsius. Product: C1(=CC=CC=C1)C1=NN=C(S1)NC(=S)N (N-(5-phenyl-1,3,4-thiadiazole-2-yl)thiourea). As a reaction SMILES: [C:1]1([C:7]2[S:11][C:10]([NH:12][C:13]([N:15]3C=CN=C3)=[S:14])=[N:9][N:8]=2)[CH:6]=[CH:5][CH:4]=[CH:3][CH:2]=1.C([O-])(=O)C.[NH4+]>C(O)C>[C:1]1([C:7]2[S:11][C:10]([NH:12][C:13]([NH2:15])=[S:14])=[N:9][N:8]=2)[CH:2]=[CH:3][CH:4]=[CH:5][CH:6]=1 |f:1.2|. Reported procedure: 1.0 g of the crude mixture with N-(5-phenyl-1,3,4-thiadiazole-2-yl)-1H-imidazole-1-carbothioamide was combined with 0.536 g (6.96 mmol) ammonium acetate in 4 ml ethanol. The reaction mixture was heated in the microwave (at 100 Watt) for 30 minutes at 90° C. After completion of the reaction, the solvent was distilled off under vacuum, and water was added to the residue formed. After extraction with CH2Cl2 and drying of the organic phase with magnesium sulfate, the product crystallized out of the ...